The task is: describe an organic reaction: reactants, conditions, products, and yield. This data is from the Open Reaction Database (ORD), a public repository of structured organic reaction records. Reactants: Example 1 ( g ), OC1CN(CCC1C1=CC=C(C=C1)OCCCOCC1=CSC=C1)C(=O)OC(C)(C)C (tert-butyl (3RS,4RS)-3-hydroxy-4-[4-[3-(thiophen-3-ylmethoxy)-propoxy]-phenyl]-piperidine-1-carboxylate), C(C=C)OC1=CC2=CC(=CC=C2C=C1)CCl (2-allyloxy-7-chloromethyl-naphthalene). The product is C(C=C)OC1=CC=C2C=CC(=CC2=C1)COC1CN(CCC1C1=CC=C(C=C1)OCCCOCC1=CSC=C1)C(=O)OC(C)(C)C (tert-butyl (3RS,4RS)-3-(7-allyloxy-naphthalen-2-ylmethoxy)-4-{4-[3-(thiophen-3-ylmethoxy)-propoxy]-phenyl}-piperidine-1-carboxylate). RXN SMILES: [OH:1][CH:2]1[CH:7]([C:8]2[CH:13]=[CH:12][C:11]([O:14][CH2:15][CH2:16][CH2:17][O:18][CH2:19][C:20]3[CH:24]=[CH:23][S:22][CH:21]=3)=[CH:10][CH:9]=2)[CH2:6][CH2:5][N:4]([C:25]([O:27][C:28]([CH3:31])([CH3:30])[CH3:29])=[O:26])[CH2:3]1.[CH2:32]([O:35][C:36]1[CH:45]=[CH:44][C:43]2[C:38](=[CH:39][C:40]([CH2:46]Cl)=[CH:41][CH:42]=2)[CH:37]=1)[CH:33]=[CH2:34]>>[CH2:32]([O:35][C:36]1[CH:37]=[C:38]2[C:43]([CH:42]=[CH:41][C:40]([CH2:46][O:1][CH:2]3[CH:7]([C:8]4[CH:9]=[CH:10][C:11]([O:14][CH2:15][CH2:16][CH2:17][O:18][CH2:19][C:20]5[CH:24]=[CH:23][S:22][CH:21]=5)=[CH:12][CH:13]=4)[CH2:6][CH2:5][N:4]([C:25]([O:27][C:28]([CH3:31])([CH3:30])[CH3:29])=[O:26])[CH2:3]3)=[CH:39]2)=[CH:44][CH:45]=1)[CH:33]=[CH2:34]. Procedure details: In an analogous manner to that described in Example 1 (g), by alkylating tert-butyl (3RS,4RS)-3-hydroxy-4-[4-[3-(thiophen-3-ylmethoxy)-propoxy]-phenyl]-piperidine-1-carboxylate with 2-allyloxy-7-chloromethyl-naphthalene there was obtained tert-butyl (3RS,4RS)-3-(7-allyloxy-naphthalen-2-ylmethoxy)-4-{4-[3-(thiophen-3-ylmethoxy)-propoxy]-phenyl}-piperidine-1-carboxylate, from which after cleavage of the allyl group by means of bis-(triphenylphosphine)-palladium(II) diacetate analogously to Example... RXN SMILES: [OH:1][C:2]1[CH:3]=[C:4]2[C:9](=[CH:10][C:11]=1[O:12][CH3:13])[N:8]=[C:7]([C:14]1[CH:19]=[CH:18][CH:17]=[C:16]([NH:20][C:21](=[O:29])[CH2:22][N:23]3[CH2:28][CH2:27][O:26][CH2:25][CH2:24]3)[CH:15]=1)[N:6]=[C:5]2[NH:30][C:31]1[CH:32]=[C:33]2[C:37](=[CH:38][CH:39]=1)[N:36]([C:40]([O:42][C:43]([CH3:46])([CH3:45])[CH3:44])=[O:41])[N:35]=[CH:34]2.Br[CH2:48][CH2:49][Cl:50].C([O-])([O-])=O.[K+].[K+]>CN(C=O)C.O>[Cl:50][CH2:49][CH2:48][O:1][C:2]1[CH:3]=[C:4]2[C:9](=[CH:10][C:11]=1[O:12][CH3:13])[N:8]=[C:7]([C:14]1[CH:19]=[CH:18][CH:17]=[C:16]([NH:20][C:21](=[O:29])[CH2:22][N:23]3[CH2:24][CH2:25][O:26][CH2:27][CH2:28]3)[CH:15]=1)[N:6]=[C:5]2[NH:30][C:31]1[CH:32]=[C:33]2[C:37](=[CH:38][CH:39]=1)[N:36]([C:40]([O:42][C:43]([CH3:46])([CH3:45])[CH3:44])=[O:41])[N:35]=[CH:34]2 |f:2.3.4|. Reported procedure: A mixture of tert-butyl 5-(6-hydroxy-7-methoxy-2-(3-(2-morpholinoacetamido)phenyl)quinazolin-4-ylamino)-1H-indazole-1-carboxylate (0.330 g, 0.527 mmol), 1-bromo-2-chloroethane (0.287 g, 2.00 mmol) and K2CO3 (0.330 g, 2.39 mmol) in DMF (3 mL) was heated at 85° C. for 3 h. The mixture was allowed to cool to RT, upon which it was diluted with water (200 mL) and the resulting precipitate was collected via filtration. The solid was taken up in EtOAc (250 mL) and washed with water (1×100 mL) and brine... Run at temperature 85 celsius. Yields the product ClCCOC=1C=C2C(=NC(=NC2=CC1OC)C1=CC(=CC=C1)NC(CN1CCOCC1)=O)NC=1C=C2C=NN(C2=CC1)C(=O)OC(C)(C)C (tert-butyl 5-(6-(2-chloroethoxy)-7-methoxy-2-(3-(2-morpholinoacetamido)-phenyl)quinazolin-4-ylamino)-1H-indazole-1-carboxylate). Solvent: CN(C)C=O (DMF), O (water). Reactants: OC=1C=C2C(=NC(=NC2=CC1OC)C1=CC(=CC=C1)NC(CN1CCOCC1)=O)NC=1C=C2C=NN(C2=CC1)C(=O)OC(C)(C)C (tert-butyl 5-(6-hydroxy-7-methoxy-2-(3-(2-morpholinoacetamido)phenyl)quinazolin-4-ylamino)-1H-indazole-1-carboxylate), BrCCCl (1-bromo-2-chloroethane), C(=O)([O-])[O-].[K+].[K+] (K2CO3). The reactants are B(OC(C)C)(OC(C)C)OC(C)C (triisopropyl borate), [Cl-].[NH4+] (Ammonium chloride), C(C)(C)NC(C)C (diisopropylamine), C(CCC)[Li] (butyllithium), FC1=CC=CC(=N1)N(C)C (6-fluoro-N,N-dimethylpyridin-2-amine). Solvent: C1CCOC1 (THF), C1CCOC1 (THF). Run at time 30 minute. Product: CN(C1=CC=C(C(=N1)F)B(O)O)C (6-(dimethylamino)-2-fluoropyridin-3-ylboronic acid). Isolated yield 84.0%. Reaction SMILES: C(NC(C)C)(C)C.C([Li])CCC.[F:13][C:14]1[N:19]=[C:18]([N:20]([CH3:22])[CH3:21])[CH:17]=[CH:16][CH:15]=1.[B:23](OC(C)C)([O:28]C(C)C)[O:24]C(C)C.[Cl-].[NH4+]>C1COCC1>[CH3:21][N:20]([CH3:22])[C:18]1[N:19]=[C:14]([F:13])[C:15]([B:23]([OH:28])[OH:24])=[CH:16][CH:17]=1 |f:4.5|. Procedure: In a microwave tube was placed 2,6-difluoropyridine (0.500 mL, 5.47 mmol), dimethylamine, (2.0 M solution in THF, 4.11 mL, 8.21 mmol). The mixture was heated at 150° C. for 20 min. Water was added and the mixture was extracted with ethyl acetate (3×). The combined organic layers were dried over anhydrous sodium sulfate, filtered and concentrated to give 536 mg of a crude yellow oil, which was purified by column chromatography (3/1 Hex/ethyl acetate) to give 500 mg of 6-fluoro-N,N-dimethylpyridin... Starting materials: CCOC(=O)N1CCC(NC)C(C)C1, [Na+], [OH-]. Product: CNC1CCNCC1C. As a reaction SMILES: [C:1]([O:2][CH2:3][CH3:4])(=[O:5])[N:6]1[CH2:7][CH:8]([CH3:14])[CH:9]([NH:12][CH3:13])[CH2:10][CH2:11]1.[Na+:16].[OH-:15]>>[NH:6]1[CH2:7][CH:8]([CH3:14])[CH:9]([NH:12][CH3:13])[CH2:10][CH2:11]1. The reactants are C(C)(C)(C)OC(N(CC=1C=NC=C(C1C)B1OC(C(O1)(C)C)(C)C)CC)=O (Ethyl-[4-methyl-5-(4,4,5,5-tetramethyl-[1,3,2]dioxaborolan-2-yl)-pyridin-3-ylmethyl]-carbamic acid tert-butyl ester), N#N (N2), COC(C1=CC(=NC=C1)Br)=O (2-bromo-isonicotinic acid methyl ester), K3PO4.3H2O. The reagents and catalysts are Cl[Pd]([P](C1=CC=CC=C1)(C2=CC=CC=C2)C3=CC=CC=C3)([P](C4=CC=CC=C4)(C5=CC=CC=C5)C6=CC=CC=C6)Cl (PdCl2(PPh3)2). The solvent is O1CCOCC1 (1,4-dioxane), O (water). Reaction conditions: temperature 60 celsius. Product: COC(=O)C1=CC(=NC=C1)C=1C=NC=C(C1C)CN(CC)C(=O)OC(C)(C)C (5′-[(tert-butoxycarbonyl-ethyl-amino)-methyl]-4′-methyl-[2,3′]bipyridinyl-4-carboxylic acid methyl ester). Yield: 69.2%. RXN SMILES: [C:1]([O:5][C:6](=[O:27])[N:7]([CH2:25][CH3:26])[CH2:8][C:9]1[CH:10]=[N:11][CH:12]=[C:13](B2OC(C)(C)C(C)(C)O2)[C:14]=1[CH3:15])([CH3:4])([CH3:3])[CH3:2].[CH3:28][O:29][C:30](=[O:38])[C:31]1[CH:36]=[CH:35][N:34]=[C:33](Br)[CH:32]=1.N#N>O1CCOCC1.O.Cl[Pd](Cl)([P](C1C=CC=CC=1)(C1C=CC=CC=1)C1C=CC=CC=1)[P](C1C=CC=CC=1)(C1C=CC=CC=1)C1C=CC=CC=1>[CH3:28][O:29][C:30]([C:31]1[CH:36]=[CH:35][N:34]=[C:33]([C:13]2[CH:12]=[N:11][CH:10]=[C:9]([CH2:8][N:7]([C:6]([O:5][C:1]([CH3:2])([CH3:3])[CH3:4])=[O:27])[CH2:25][CH3:26])[C:14]=2[CH3:15])[CH:32]=1)=[O:38] |^1:50,69|. Procedure: Ethyl-[4-methyl-5-(4,4,5,5-tetramethyl-[1,3,2]dioxaborolan-2-yl)-pyridin-3-ylmethyl]-carbamic acid tert-butyl ester (1.5 g, 5.1 mmol) and 2-bromo-isonicotinic acid methyl ester (1.3 g, 6.1 mmol) were suspended in 1,4-dioxane (25 mL). To the mixture was added K3PO4.3H2O (0.90 g, 4.52 mmol, 1 M in water). The reaction was degassed with N2 and PdCl2(PPh3)2 (72 mg, 0.1 mmol) was added. The reaction was heated to 60° C. for 3 hours. The mixture was then diluted with water and neutralised to pH 7. The... Reaction SMILES: [CH2:22]1[O:23][CH2:24][CH2:25][CH2:26]1.[CH3:1][c:2]1[cH:3][n:4][n:5](-[c:7]2[cH:8][cH:9][c:10]([N+:19]([O-:20])=[O:21])[c:11]([N:13]3[CH2:14][CH2:15][CH2:16][CH2:17][CH2:18]3)[cH:12]2)[cH:6]1>>[CH3:1][c:2]1[cH:3][n:4][n:5](-[c:7]2[cH:8][cH:9][c:10]([NH2:19])[c:11]([N:13]3[CH2:14][CH2:15][CH2:16][CH2:17][CH2:18]3)[cH:12]2)[cH:6]1. Yields the product Cc1cnn(-c2ccc(N)c(N3CCCCC3)c2)c1. Starting materials: C1CCOC1, Cc1cnn(-c2ccc([N+](=O)[O-])c(N3CCCCC3)c2)c1.